Task: describe an organic reaction: reactants, conditions, products, and yield. Dataset: the Open Reaction Database (ORD), a public repository of structured organic reaction records Starting materials: C(C1=CC=CC=C1)SC1=NC(=CC(=N1)NS(=O)(=O)C)NCCO (N-{2-(Benzylthio)-6-[(2-hydroxyethyl)amino]pyrimidin-4-yl}methanesulfonamide), Cl (hydrochloric acid), [H-].[Na+] (Sodium hydride), NS(=O)(=O)N1[C@@H](C(=O)N(C)C)CCC1 (1-(Aminosulfonyl)-N,N-dimethyl-D-prolinamide). Run in CN(C)C=O (DMF), CN(C)C=O (DMF). Run at time 1 hour. Product: C(C1=CC=CC=C1)SC1=NC(=CC(=N1)NS(=O)(=O)N1[C@@H](C(=O)N(C)C)CCC1)Cl (1-({[2-(Benzylthio)-6-chloropyrimidin-4-yl]amino}sulfonyl)-N,N-dimethyl-D-prolinamide). RXN SMILES: [H-].[Na+].[NH2:3][S:4]([N:7]1[CH2:16][CH2:15][CH2:14][C@@H:8]1[C:9]([N:11]([CH3:13])[CH3:12])=[O:10])(=[O:6])=[O:5].[CH2:17]([S:24][C:25]1[N:30]=[C:29](NS(C)(=O)=O)[CH:28]=[C:27](NCCO)[N:26]=1)[C:18]1[CH:23]=[CH:22][CH:21]=[CH:20][CH:19]=1.[ClH:40]>CN(C=O)C>[CH2:17]([S:24][C:25]1[N:30]=[C:29]([NH:3][S:4]([N:7]2[CH2:16][CH2:15][CH2:14][C@@H:8]2[C:9]([N:11]([CH3:13])[CH3:12])=[O:10])(=[O:6])=[O:5])[CH:28]=[C:27]([Cl:40])[N:26]=1)[C:18]1[CH:23]=[CH:22][CH:21]=[CH:20][CH:19]=1 |f:0.1|. Procedure details: 60% Sodium hydride (0.42 g) was added to a solution of the subtitle product of step iii) (1.50 g) in DMF (20 ml) at 0° C. This mixture was stirred for 1 h and then a solution of the subtitle product of Example 19 step (1.60 g) in DMF (5 ml) was added dropwise. The mixture was allowed to reach room temperature and stirred there for 2 days. To the mixture was added aqueous hydrochloric acid (100 ml) and the resulting precipitate was filtered. This solid was then stirred with EtOAc (200 ml) and fil...